Dataset: the Open Reaction Database (ORD), a public repository of structured organic reaction records. Task: describe an organic reaction: reactants, conditions, products, and yield Starting materials: ClCCl, Ic1cncc(I)n1, C=CCO. The product is C=CCOc1cncc(I)n1. RXN SMILES: [Cl:13][CH2:14][Cl:15].[I:1][c:2]1[n:3][c:4]([I:8])[cH:5][n:6][cH:7]1.[OH:9][CH2:10][CH:11]=[CH2:12]>>[c:2]1([O:9][CH2:10][CH:11]=[CH2:12])[n:3][c:4]([I:8])[cH:5][n:6][cH:7]1. As a reaction SMILES: [Al+3:34].[CH3:1][C:2]([CH3:3])([CH3:4])[O:5][C:6](=[O:7])[NH:8][CH:9]1[CH2:10][CH2:11][N:12]([CH2:15][CH:16]([C:17](=[O:18])[O:19][CH3:20])[c:21]2[cH:22][cH:23][n:24][c:25]3[cH:26][cH:27][c:28]([O:31][CH3:32])[n:29][c:30]23)[CH2:13][CH2:14]1.[H-:33].[H-:36].[H-:37].[H-:38].[Li+:35].[Na+:41].[O:42]1[CH2:43][CH2:44][CH2:45][CH2:46]1.[OH-:40].[OH2:39]>>[CH3:1][C:2]([CH3:3])([CH3:4])[O:5][C:6](=[O:7])[NH:8][CH:9]1[CH2:10][CH2:11][N:12]([CH2:15][CH:16]([CH2:17][OH:18])[c:21]2[cH:22][cH:23][n:24][c:25]3[cH:26][cH:27][c:28]([O:31][CH3:32])[n:29][c:30]23)[CH2:13][CH2:14]1. Product: COc1ccc2nccc(C(CO)CN3CCC(NC(=O)OC(C)(C)C)CC3)c2n1. The reactants are [Al+3], COC(=O)C(CN1CCC(NC(=O)OC(C)(C)C)CC1)c1ccnc2ccc(OC)nc12, [H-], [H-], [H-], [H-], [Li+], [Na+], C1CCOC1, [OH-], O. Starting materials: BrC1=CC(=C(C=C1OCC1=C(C(=CC=C1OC)F)F)[N+](=O)[O-])Cl (4-bromo-2-chloro-5-(2,3-difluoro-6-methoxybenzyloxy)-1-nitrobenzene), C(C=C)[Sn](CCCC)(CCCC)CCCC (allyltri(n-butyl)tin). The reagents and catalysts are C=1C=CC(=CC1)[P](C=2C=CC=CC2)(C=3C=CC=CC3)[Pd]([P](C=4C=CC=CC4)(C=5C=CC=CC5)C=6C=CC=CC6)([P](C=7C=CC=CC7)(C=8C=CC=CC8)C=9C=CC=CC9)[P](C=1C=CC=CC1)(C=1C=CC=CC1)C=1C=CC=CC1 (tetrakis(triphenylphosphine)palladium(0)). Solvent: O1CCOCC1 (1,4-dioxane). Conditions: temperature 120 celsius, time 8 hour. Yields the product C(C=C)C1=CC(=C(C=C1OCC1=C(C(=CC=C1OC)F)F)[N+](=O)[O-])Cl (4-allyl-2-chloro-5-(2,3-difluoro-6-methoxybenzyl-oxy)-1-nitrobenzene). Reaction SMILES: Br[C:2]1[C:7]([O:8][CH2:9][C:10]2[C:15]([O:16][CH3:17])=[CH:14][CH:13]=[C:12]([F:18])[C:11]=2[F:19])=[CH:6][C:5]([N+:20]([O-:22])=[O:21])=[C:4]([Cl:23])[CH:3]=1.[CH2:24]([Sn](CCCC)(CCCC)CCCC)[CH:25]=[CH2:26]>O1CCOCC1.C1C=CC([P]([Pd]([P](C2C=CC=CC=2)(C2C=CC=CC=2)C2C=CC=CC=2)([P](C2C=CC=CC=2)(C2C=CC=CC=2)C2C=CC=CC=2)[P](C2C=CC=CC=2)(C2C=CC=CC=2)C2C=CC=CC=2)(C2C=CC=CC=2)C2C=CC=CC=2)=CC=1>[CH2:26]([C:2]1[C:7]([O:8][CH2:9][C:10]2[C:15]([O:16][CH3:17])=[CH:14][CH:13]=[C:12]([F:18])[C:11]=2[F:19])=[CH:6][C:5]([N+:20]([O-:22])=[O:21])=[C:4]([Cl:23])[CH:3]=1)[CH:25]=[CH2:24] |^1:49,51,70,89|. Procedure: To a solution of 4-bromo-2-chloro-5-(2,3-difluoro-6-methoxybenzyloxy)-1-nitrobenzene (0.82 g) in 1,4-dioxane (40 mL) were added allyltri(n-butyl)tin (0.74 mL) and tetrakis(triphenylphosphine)palladium(0) (0.46 g), and the reaction vessel was equipped with a reflux condenser, and the reaction mixture was stirred at 120° C. under an argon atmosphere overnight. The reaction mixture was cooled to room temperature, and concentrated under reduced pressure. The residue was purified by column chromatogr... Reactants: OC1C=CC(CO1)=O (6-hydroxy-2H-pyran-3(6H)-one), C(C)(=O)OC(C)=O (acetic anhydride), N1=CC=CC=C1 (pyridine). Run at temperature 0 celsius. Product: C(C)(=O)OC1C=CC(CO1)=O (6-acetoxy-2H-pyran-3(6H)-one). As a reaction SMILES: [OH:1][CH:2]1[O:7][CH2:6][C:5](=[O:8])[CH:4]=[CH:3]1.N1C=CC=CC=1.[C:15](OC(=O)C)(=[O:17])[CH3:16]>>[C:15]([O:1][CH:2]1[O:7][CH2:6][C:5](=[O:8])[CH:4]=[CH:3]1)(=[O:17])[CH3:16]. Procedure: 24.0 g of 6-hydroxy-2H-pyran-3(6H)-one was dissolved in 80 ml of acetic anhydride. After cooling the solution to 0° C., 30 ml of pyridine was dropwise added thereto. The product is NCC=1C=CC(=C(C1)C=1NC(N(N1)C1=C(C=C(C=C1)C#CC1CC1)F)=O)Cl (5-(5-(aminomethyl)-2-chlorophenyl)-2-(4-(2-cyclopropylethynyl)-2-fluorophenyl)-2H-1,2,4-triazol-3(4H)-one). RXN SMILES: [Cl:1][C:2]1[CH:15]=[CH:14][C:5]([CH2:6][NH:7]C(=O)C(F)(F)F)=[CH:4][C:3]=1[C:16]1[NH:20][C:19](=[O:21])[N:18]([C:22]2[CH:27]=[CH:26][C:25]([C:28]#[C:29][CH:30]3[CH2:32][CH2:31]3)=[CH:24][C:23]=2[F:33])[N:17]=1.[OH-].[K+].O>C1COCC1>[NH2:7][CH2:6][C:5]1[CH:14]=[CH:15][C:2]([Cl:1])=[C:3]([C:16]2[NH:20][C:19](=[O:21])[N:18]([C:22]3[CH:27]=[CH:26][C:25]([C:28]#[C:29][CH:30]4[CH2:32][CH2:31]4)=[CH:24][C:23]=3[F:33])[N:17]=2)[CH:4]=1 |f:1.2|. Yield: 83.4%. Reactants: ClC1=C(C=C(CNC(C(F)(F)F)=O)C=C1)C1=NN(C(N1)=O)C1=C(C=C(C=C1)C#CC1CC1)F (N-(4-chloro-3-(1-(4-(2-cyclopropylethynyl)-2-fluorophenyl)-4,5-dihydro-5-oxo-1H-1,2,4-triazol-3-yl)benzyl)-2,2,2-trifluoroacetamide), [OH-].[K+] (KOH), O (water). Procedure details: The title compound was prepared by following the procedure as described in step-2 of Intermediate-106 by using N-(4-chloro-3-(1-(4-(2-cyclopropylethynyl)-2-fluorophenyl)-4,5-dihydro-5-oxo-1H-1,2,4-triazol-3-yl)benzyl)-2,2,2-trifluoroacetamide (0.300 g), KOH (0.300 g), water (2.0 mL), THF (10.0 mL) to afford 0.200 g of desired product. MS (m/z): 383.16 (M+H)+. Run in C1CCOC1 (THF). Reported procedure: DIPEA (82.66 mg, 0.09 mL, 0.63 mmol) was added to a stirred solution of 5-methyl-isoxazole-3-carboxylic acid (32.52 mg, 0.25 mmol) in DMF (2 mL). HOBT (34.53 mg, 0.25 mmol) and EDCI (48.9 mg, 0.25 mol) were then added at room temperature. After 2 minutes, 2-amino-1-[4-(2-trifluoromethyl-benzoyl)-piperazin-1-yl]-ethanone hydrochloride salt (75 mg, 0.21 mmol) was added and the resulting mixture was stirred at room temperature overnight. Cold water was then added and the product was extracted with ... Yield: 59.5%. Reactants: Cl.NCC(=O)N1CCN(CC1)C(C1=C(C=CC=C1)C(F)(F)F)=O (2-amino-1-[4-(2-trifluoromethyl-benzoyl)-piperazin-1-yl]-ethanone hydrochloride salt), CCN(C(C)C)C(C)C (DIPEA), CC1=CC(=NO1)C(=O)O (5-methyl-isoxazole-3-carboxylic acid), C=1C=CC2=C(C1)N=NN2O (HOBT), CCN=C=NCCCN(C)C (EDCI). Run in O (water), CN(C)C=O (DMF). Product: O=C(CNC(=O)C1=NOC(=C1)C)N1CCN(CC1)C(C1=C(C=CC=C1)C(F)(F)F)=O (5-methyl-isoxazole-3-carboxylic acid {2-oxo-2-[4-(2-trifluoromethyl-benzoyl)-piperazin-1-yl]-ethyl}-amide). Reaction conditions: time 2 minute. RXN SMILES: CCN(C(C)C)C(C)C.[CH3:10][C:11]1[O:15][N:14]=[C:13]([C:16]([OH:18])=O)[CH:12]=1.C1C=CC2N(O)N=NC=2C=1.CCN=C=NCCCN(C)C.Cl.[NH2:41][CH2:42][C:43]([N:45]1[CH2:50][CH2:49][N:48]([C:51](=[O:62])[C:52]2[CH:57]=[CH:56][CH:55]=[CH:54][C:53]=2[C:58]([F:61])([F:60])[F:59])[CH2:47][CH2:46]1)=[O:44]>CN(C=O)C.O>[O:44]=[C:43]([N:45]1[CH2:46][CH2:47][N:48]([C:51](=[O:62])[C:52]2[CH:57]=[CH:56][CH:55]=[CH:54][C:53]=2[C:58]([F:61])([F:60])[F:59])[CH2:49][CH2:50]1)[CH2:42][NH:41][C:16]([C:13]1[CH:12]=[C:11]([CH3:10])[O:15][N:14]=1)=[O:18] |f:4.5|.